Dataset: the Open Reaction Database (ORD), a public repository of structured organic reaction records. Task: describe an organic reaction: reactants, conditions, products, and yield The reactants are [O-]Cl=O.[Na+] (NaClO2), CC(C)=CC (2-methyl-2-butene), CC(=O)OI1(C=2C=CC=CC2C(=O)O1)(OC(=O)C)OC(=O)C (Dess-Martin reagent), C(OC1=CC(=CC=C1)CO[Si](C)(C)C(C)(C)C)(OC\C(=C(/CO)\C1=CC=CC=C1)\C1=CC=C(C=C1)S(=O)(=O)C)=O (3-({[tert-butyl(dimethyl)silyl]oxy}methyl)phenyl (2Z)-4-hydroxy-2-[4-(methylsulfonyl)phenyl]-3-phenylbut-2-enyl carbonate), NaH2PO4, [N+](=[N-])=C (diazomethane). Run in CC(C)(C)O (t-BuOH), O (H2O), C(Cl)Cl (CH2Cl2). Conditions: time 1 hour. Yields the product [Si](C)(C)(C(C)(C)C)OCC=1C=C(OC(=O)OC\C(=C(/C(=O)OC)\C2=CC=CC=C2)\C2=CC=C(C=C2)S(=O)(=O)C)C=CC1 (methyl (2Z)-4-({[3-({[tert-butyl(dimethyl)silyl]oxy}methyl)phenoxy]carbonyl}oxy)-3-[4-(methylsulfonyl)phenyl]-2-phenylbut-2-enoate). Yield: 77.2%. Reaction SMILES: [C:1](=[O:40])([O:18][CH2:19]/[C:20](/[C:30]1[CH:35]=[CH:34][C:33]([S:36]([CH3:39])(=[O:38])=[O:37])=[CH:32][CH:31]=1)=[C:21](/[C:24]1[CH:29]=[CH:28][CH:27]=[CH:26][CH:25]=1)\[CH2:22][OH:23])[O:2][C:3]1[CH:8]=[CH:7][CH:6]=[C:5]([CH2:9][O:10][Si:11]([C:14]([CH3:17])([CH3:16])[CH3:15])([CH3:13])[CH3:12])[CH:4]=1.C[C:42](OI1(OC(C)=O)(OC(C)=O)OC(=O)C2C=CC=CC1=2)=[O:43].[O-]Cl=O.[Na+].CC(=CC)C.[N+](=C)=[N-]>C(Cl)Cl.CC(O)(C)C.O>[Si:11]([O:10][CH2:9][C:5]1[CH:4]=[C:3]([CH:8]=[CH:7][CH:6]=1)[O:2][C:1]([O:18][CH2:19]/[C:20](/[C:30]1[CH:31]=[CH:32][C:33]([S:36]([CH3:39])(=[O:38])=[O:37])=[CH:34][CH:35]=1)=[C:21](/[C:24]1[CH:25]=[CH:26][CH:27]=[CH:28][CH:29]=1)\[C:22]([O:43][CH3:42])=[O:23])=[O:40])([C:14]([CH3:17])([CH3:16])[CH3:15])([CH3:13])[CH3:12] |f:2.3|. Procedure: To a solution of 1.26 g of 3-({[tert-butyl(dimethyl)silyl]oxy}methyl)phenyl (2Z)-4-hydroxy-2-[4-(methylsulfonyl)phenyl]-3-phenylbut-2-enyl carbonate in 35 mL of CH2Cl2 cooled at −78° C. was added 1.05 g of Dess-Martin reagent. After 1 h of stirring at rt, the reaction was quenched with aqueous NaHCO3, extracted with EtOAc, washed with aqueous NaHCO3 and brine, dried over sodium sulfate, filtered through a pad of silica gel by eluting with EtOAc and evaporated. The crude material obtained was dis...